Dataset: the Open Reaction Database (ORD), a public repository of structured organic reaction records. Task: describe an organic reaction: reactants, conditions, products, and yield Reactants: CN1CC(=CCC1)CC(C)=O (1-(1,2,5,6-Tetrahydro-1-methyl-3-pyridinyl)propanone), Cl.C(C=C)ON (O-2-propenylhydroxylamine hydrochloride). Solvent: C(C)O (ethanol). Product: C(C=C)ON=C(CC)C=1CN(CCC1)C (1-(1,2,5,6-Tetrahydro-1-methyl-3-pyridinyl)-1-propanone O-2-Propenyloxime). The yield is 52.8%. Reaction SMILES: [CH3:1][N:2]1[CH2:7][CH2:6][CH:5]=[C:4]([CH2:8][C:9](=O)[CH3:10])[CH2:3]1.Cl.[CH2:13]([O:16][NH2:17])[CH:14]=[CH2:15]>C(O)C>[CH2:13]([O:16][N:17]=[C:8]([C:4]1[CH2:3][N:2]([CH3:1])[CH2:7][CH2:6][CH:5]=1)[CH2:9][CH3:10])[CH:14]=[CH2:15] |f:1.2|. Procedure details: 1-(1,2,5,6-Tetrahydro-1-methyl-3-pyridinyl)propanone (3.06 g, 20 mmol, prepared as described in Example 8 above) was reacted with 3.27 g (30 mmol) of O-2-propenylhydroxylamine hydrochloride in 20 ml of ethanol to prepare 2.2 g (53%) of the title compound, isolated as the ethanedioate salt, mp 117°-120° C. Reactants: O=C1NN=C(C=C1)C(C(=O)OCC)C (Ethyl (3-oxo-2,3,-dihydropyridazin-6-yl)-propionate), [Li+].[OH-] (LiOH), O (water). Run in C1CCOC1 (THF). Conditions: time 15 minute. Yields the product O=C1NN=C(C=C1)C(C(=O)O)C (3-oxo-2,3,-Dihydropyridazin-6-yl-propionic Acid). The yield is 91.4%. As a reaction SMILES: [O:1]=[C:2]1[CH:7]=[CH:6][C:5]([CH:8]([CH3:14])[C:9]([O:11]CC)=[O:10])=[N:4][NH:3]1.[Li+].[OH-].O>C1COCC1>[O:1]=[C:2]1[CH:7]=[CH:6][C:5]([CH:8]([CH3:14])[C:9]([OH:11])=[O:10])=[N:4][NH:3]1 |f:1.2|. Procedure: To a solution of Ethyl (3-oxo-2,3,-dihydropyridazin-6-yl)-propionate (3.00 mmol, 589 mg) in THF was added LiOH (2M, aqueous) (7.50 mL). The solution was stirred at rt. for 15 minutes, additional water (25 mL) was added and the THF removed in vacuo. The pH of the aqueous phase was adjusted to 3.0 by addition of HCl (2M, aqueous) and the solid material filtered off and washed with water (2×3 mL). The solid was dried in vacuo to yield the desired product (461 mg, 91.4%) as a colorless powder. 1H NM... The reactants are Cc1ccc(C2c3c(C)c([N+](=O)[O-])c(C)c(C)c3OC2(C)C)cc1, CO, [Na+], [OH-], [Zn]. Yields the product Cc1ccc(C2c3c(C)c(N)c(C)c(C)c3OC2(C)C)cc1. RXN SMILES: [CH3:1][C:2]1([CH3:24])[O:3][c:4]2[c:5]([c:14]([CH3:23])[c:15]([N+:20]([O-:21])=[O:22])[c:16]([CH3:19])[c:17]2[CH3:18])[CH:6]1[c:7]1[cH:8][cH:9][c:10]([CH3:13])[cH:11][cH:12]1.[CH3:27][OH:28].[Na+:26].[OH-:25].[Zn:29]>>[CH3:1][C:2]1([CH3:24])[O:3][c:4]2[c:5]([c:14]([CH3:23])[c:15]([NH2:20])[c:16]([CH3:19])[c:17]2[CH3:18])[CH:6]1[c:7]1[cH:8][cH:9][c:10]([CH3:13])[cH:11][cH:12]1. Starting materials: C(#N)C(CC[Si](OC)(OC)C)(C)C (3-cyano-3-methylbutylmethyldimethoxysilane), N (ammonia), [H][H] (hydrogen). The reagents and catalysts are [Ni] (nickel). Product: NCC(CC[Si](OC)(OC)C)(C)C (4-amino-3,3-dimethylbutylmethyldimethoxysilane). Yield: 95.8%. Reaction SMILES: [C:1]([C:3]([CH3:13])([CH3:12])[CH2:4][CH2:5][Si:6]([CH3:11])([O:9][CH3:10])[O:7][CH3:8])#[N:2].N.[H][H]>[Ni]>[NH2:2][CH2:1][C:3]([CH3:13])([CH3:12])[CH2:4][CH2:5][Si:6]([CH3:11])([O:9][CH3:10])[O:7][CH3:8]. Procedure details: To a 1-liter, high-pressure, stirred autoclave was added a mixture of 3-cyano-3-methylbutylmethyldimethoxysilane (631 grams, 3.13 moles) containing 12.0 grams of dissolved ammonia and 8.5 grams of nickel (5%) on kieselguhr. The autoclave was sealed, pressurized to 800 psi with hydrogen and heated for 10 hours. The contents were cooled and the product was collected, filtered, and distilled. The yield was 615.9 grams (95.9% yield after distillation) of 4-amino-3,3-dimethylbutylmethyldimethoxysilan... Reaction SMILES: [C:1]([C:3]1[C:8](=[O:9])[C:7]2[CH:10]=[CH:11][C:12]([OH:14])=[CH:13][C:6]=2[O:5][C:4]=1[C:15]([O:17][CH2:18][CH3:19])=[O:16])#[N:2].S(=O)(=O)(O)[OH:21]>>[C:1]([C:3]1[C:8](=[O:9])[C:7]2[CH:10]=[CH:11][C:12]([OH:14])=[CH:13][C:6]=2[O:5][C:4]=1[C:15]([O:17][CH2:18][CH3:19])=[O:16])(=[O:21])[NH2:2]. Reactants: C(#N)C1=C(OC2=C(C1=O)C=CC(=C2)O)C(=O)OCC (ethyl 3-cyano-7-hydroxy-4-oxo-4H-1-benzopyran-2-carboxylate), S(O)(O)(=O)=O (sulfuric acid), ice water. Procedure details: A mixture of 25.0 g (0.097 mol) of ethyl 3-cyano-7-hydroxy-4-oxo-4H-1-benzopyran-2-carboxylate in 230 ml conc. sulfuric acid was stirred at room temperature overnight. The mixture was then poured into 1.5 l of ice water with stirring. The resulting solid was filtered off, washed with water, and dried. 16.5 g (60%) mp > 320° C. from acetonitrile. Conditions: time 8 hour. Yields the product C(N)(=O)C1=C(OC2=C(C1=O)C=CC(=C2)O)C(=O)OCC (Ethyl 3-carbamoyl-7-hydroxy-4-oxo-4H-1-benzopyran-2-carboxylate). The reactants are O=C1OCCC1Br, CN(C)C=O, [H-], O=C1CCCCN1, [Na+], c1ccccc1. The product is O=C1OCCC1N1CCCCC1=O. As a reaction SMILES: [Br:10][CH:11]1[C:12](=[O:16])[O:13][CH2:14][CH2:15]1.[CH3:23][N:24]([CH3:25])[CH:26]=[O:27].[H-:1].[NH:3]1[C:4](=[O:9])[CH2:5][CH2:6][CH2:7][CH2:8]1.[Na+:2].[cH:17]1[cH:18][cH:19][cH:20][cH:21][cH:22]1>>[N:3]1([CH:11]2[C:12](=[O:16])[O:13][CH2:14][CH2:15]2)[C:4](=[O:9])[CH2:5][CH2:6][CH2:7][CH2:8]1. The reactants are C(C1=CC=CC=C1)OC1=C(C=CC=C1)C1=C(C2=C(N1COC)C(=C(S2)C(=O)OC)C=O)C2CCCCC2 (Methyl 5-[2-(benzyloxy)phenyl]-6-cyclohexyl-3-formyl-4-(methoxymethyl)-4H-thieno[3,2-b]pyrrole-2-carboxylate). Solvent: CCOC(=O)C (EtOAc). Reaction conditions: time 2 day. Yields the product C1(CCCCC1)C=1C2=C(N(C1C1=C(C=CC=C1)O)COC)C(=C(S2)C(=O)OC)C (methyl 6-cyclohexyl-5-(2-hydroxyphenyl)-4-(methoxymethyl)-3-methyl-4H-thieno[3,2-b]pyrrole-2-carboxylate). RXN SMILES: C([O:8][C:9]1[CH:14]=[CH:13][CH:12]=[CH:11][C:10]=1[C:15]1[N:19]([CH2:20][O:21][CH3:22])[C:18]2[C:23]([CH:30]=O)=[C:24]([C:26]([O:28][CH3:29])=[O:27])[S:25][C:17]=2[C:16]=1[CH:32]1[CH2:37][CH2:36][CH2:35][CH2:34][CH2:33]1)C1C=CC=CC=1>CCOC(C)=O>[CH:32]1([C:16]2[C:17]3[S:25][C:24]([C:26]([O:28][CH3:29])=[O:27])=[C:23]([CH3:30])[C:18]=3[N:19]([CH2:20][O:21][CH3:22])[C:15]=2[C:10]2[CH:11]=[CH:12][CH:13]=[CH:14][C:9]=2[OH:8])[CH2:33][CH2:34][CH2:35][CH2:36][CH2:37]1. Procedure details: Methyl 5-[2-(benzyloxy)phenyl]-6-cyclohexyl-3-formyl-4-(methoxymethyl)-4H-thieno[3,2-b]pyrrole-2-carboxylate was dissolved in EtOAc and the solution was degassed. Pd/C was added and after degassing again hydrogen atmosphere (60 psi) was applied. After hydrogenating for 2 days the catalyst was filtered off and all volatiles were evaporated i. vac. An off-white solid was obtained (89%). MS (ES+) m/z 414 (M+H)+.